describe an organic reaction: reactants, conditions, products, and yield From a dataset of the Open Reaction Database (ORD), a public repository of structured organic reaction records. The reactants are ClC1=NC(=NC(=C1)C1COCC1)N (4-chloro-6-(tetrahydro-furan-3-yl)-pyrimidin-2-ylamine), C(=O)(OC(C)(C)C)N1CCNCC1 (N-BOC piperazine), N1=CC=CC=C1 (pyridine). Run in CCO (EtOH). Product: C(C)(C)(C)OC(=O)N1CCN(CC1)C1=NC(=NC(=C1)C1COCC1)N (4-[2-Amino-6-(tetrahydro-furan-3-yl)-pyrimidin-4-yl]-piperazine-1-carboxylic acid tert-butyl ester). Yield: 14.3%. As a reaction SMILES: Cl[C:2]1[CH:7]=[C:6]([CH:8]2[CH2:12][CH2:11][O:10][CH2:9]2)[N:5]=[C:4]([NH2:13])[N:3]=1.[C:14]([N:21]1[CH2:26][CH2:25][NH:24][CH2:23][CH2:22]1)([O:16][C:17]([CH3:20])([CH3:19])[CH3:18])=[O:15].N1C=CC=CC=1>CCO>[C:17]([O:16][C:14]([N:21]1[CH2:26][CH2:25][N:24]([C:2]2[CH:7]=[C:6]([CH:8]3[CH2:12][CH2:11][O:10][CH2:9]3)[N:5]=[C:4]([NH2:13])[N:3]=2)[CH2:23][CH2:22]1)=[O:15])([CH3:20])([CH3:18])[CH3:19]. Procedure details: A solution of 4-chloro-6-(tetrahydro-furan-3-yl)-pyrimidin-2-ylamine (500 mg, 2.51 mmol), N-BOC piperazine (960 mg, 5.15 mmol) and pyridine (500 uL, 6.1 mmol) in EtOH (10 mL) was heated at 90° C. for 4 h. Upon cooling to rt a thick precipitate formed which was collected by filtration. The material was rinsed with EtOAc to afford 125 mg of a white solid. The filtrate was concentrated and triturated with Et2O-EtOAc (1:1) to yield an additional 600 mg of material (82% combined). MS (ESI): mass calc... Starting materials: BrCC1=NC2=CC(=CC=C2C=C1)Cl (2-bromomethyl-7-chloroquinoline), OC=1C=C(C=CC1)C(SCCC(=O)OC)SCCC(=O)OC (dimethyl 5-(3-hydroxyphenyl)-4,6-dithianonanedioate), C(=O)([O-])[O-].[K+].[K+] (K2CO3), CCOCC (ether). Solvent: C(C)C(=O)C (methyl ethyl ketone). The product is ClC1=CC=C2C=CC(=NC2=C1)COC=1C=C(C=CC1)C(SCCC(=O)OC)SCCC(=O)OC (dimethyl 5-(3-((7-chloroquinolin-2-yl-methyl)oxy)phenyl)-4,6-dithianonanedioate). RXN SMILES: Br[CH2:2][C:3]1[CH:12]=[CH:11][C:10]2[C:5](=[CH:6][C:7]([Cl:13])=[CH:8][CH:9]=2)[N:4]=1.[OH:14][C:15]1[CH:16]=[C:17]([CH:21]([S:29][CH2:30][CH2:31][C:32]([O:34][CH3:35])=[O:33])[S:22][CH2:23][CH2:24][C:25]([O:27][CH3:28])=[O:26])[CH:18]=[CH:19][CH:20]=1.C([O-])([O-])=O.[K+].[K+].CCOCC>C(C(C)=O)C>[Cl:13][C:7]1[CH:6]=[C:5]2[C:10]([CH:11]=[CH:12][C:3]([CH2:2][O:14][C:15]3[CH:16]=[C:17]([CH:21]([S:22][CH2:23][CH2:24][C:25]([O:27][CH3:28])=[O:26])[S:29][CH2:30][CH2:31][C:32]([O:34][CH3:35])=[O:33])[CH:18]=[CH:19][CH:20]=3)=[N:4]2)=[CH:9][CH:8]=1 |f:2.3.4|. Procedure details: A mixture of 2-bromomethyl-7-chloroquinoline (2.5 g) (Step 2), phenol (Step 1) (3.4 g) and K2CO3 (3 g) was heated at reflux for 4 hours in methyl ethyl ketone (100 ml). The reaction mixture was cooled and ether (100 ml) was added. The suspension was filtered and evaporated. Flash chromatography of the residue using 30% ethyl acetate in hexane afforded the title compound. Starting materials: C(C1=CC=CC=C1)C1NC(CN(C1=O)C)=O (2-Benzyl-4-methyl-3,6-dioxopiperazine), [H-].[Al+3].[Li+].[H-].[H-].[H-] (lithium aluminum hydride), C(OC(C)(C)C)(OC(C)(C)C)=O (di-tert-butyl carbonate). The solvent is C1CCOC1 (THF). Yields the product C(C1=CC=CC=C1)C1N(CCN(C1)C)C(=O)OC(C)(C)C (tert-Butyl 2-benzyl-4-methylpiperazine-1-carboxylate). Reaction SMILES: [CH2:1]([CH:8]1[C:13](=O)[N:12]([CH3:15])[CH2:11][C:10](=O)[NH:9]1)[C:2]1[CH:7]=[CH:6][CH:5]=[CH:4][CH:3]=1.[H-].[Al+3].[Li+].[H-].[H-].[H-].[C:23](=O)([O:29]C(C)(C)C)[O:24][C:25]([CH3:28])([CH3:27])[CH3:26]>C1COCC1>[CH2:1]([CH:8]1[CH2:13][N:12]([CH3:15])[CH2:11][CH2:10][N:9]1[C:23]([O:24][C:25]([CH3:28])([CH3:27])[CH3:26])=[O:29])[C:2]1[CH:7]=[CH:6][CH:5]=[CH:4][CH:3]=1 |f:1.2.3.4.5.6|. Procedure details: The compound obtained in Step (ii) was subjected to reduction with lithium aluminum hydride in THF. Then, the resultant was subjected to Boc-introducing reaction with di-tert-butyl carbonate to give the subtitle compound. Starting materials: Cl.Cl.NC1=CC(=C(C(=O)NCC2CCNCC2)C=C1Cl)OC (4-Amino-5-chloro-2-methoxy-N-(piperidin-4-ylmethyl)benzamide dihydrochloride), C(C1=CC=CC=C1)S(=O)(=O)CCCl (2-benzylsulfonylethyl chloride), C([O-])([O-])=O.[K+].[K+] (potassium carbonate). Product: NC1=CC(=C(C(=O)NCC2CCN(CC2)CCS(=O)(=O)CC2=CC=CC=C2)C=C1Cl)OC (4-amino-5-chloro-2-methoxy-N-((1-(2-benzylsulfonylethyl)piperidin-4-yl)methyl)-benzamide). Isolated yield 88.6%. Reaction SMILES: Cl.Cl.[NH2:3][C:4]1[C:19]([Cl:20])=[CH:18][C:7]([C:8]([NH:10][CH2:11][CH:12]2[CH2:17][CH2:16][NH:15][CH2:14][CH2:13]2)=[O:9])=[C:6]([O:21][CH3:22])[CH:5]=1.[CH2:23]([S:30]([CH2:33][CH2:34]Cl)(=[O:32])=[O:31])[C:24]1[CH:29]=[CH:28][CH:27]=[CH:26][CH:25]=1.C(=O)([O-])[O-].[K+].[K+]>>[NH2:3][C:4]1[C:19]([Cl:20])=[CH:18][C:7]([C:8]([NH:10][CH2:11][CH:12]2[CH2:13][CH2:14][N:15]([CH2:34][CH2:33][S:30]([CH2:23][C:24]3[CH:29]=[CH:28][CH:27]=[CH:26][CH:25]=3)(=[O:31])=[O:32])[CH2:16][CH2:17]2)=[O:9])=[C:6]([O:21][CH3:22])[CH:5]=1 |f:0.1.2,4.5.6|. Procedure details: 4-Amino-5-chloro-2-methoxy-N-(piperidin-4-ylmethyl)benzamide dihydrochloride (1.50 g) as a starting compound, 2-benzylsulfonylethyl chloride (1.21 g) and potassium carbonate (1.54 g) were reacted and treated in the same manner as in Example 199 to give 1.72 g of 4-amino-5-chloro-2-methoxy-N-((1-(2-benzylsulfonylethyl)piperidin-4-yl)methyl)-benzamide, The reactants are [H][H] (hydrogen), C1(=CC=CC=C1)C(C(=O)OCC)C(=O)OCC (Diethyl phenylmalonate), FN(S(=O)(=O)CCCC)CC(C)(C)C (N-fluoro-N-neopentyl-n-butylsulfonamide), [H-].[Na+] (Sodium hydride), oil. The solvent is CCOCC (ether), O1CCCC1 (tetrahydrofuran), C1(=CC=CC=C1)C (toluene), C1(=CC=CC=C1)C (toluene). Product: FC(C(=O)OCC)(C(=O)OCC)C1=CC=CC=C1 (diethyl 2-fluoro-2-phenylmalonate). Yield: 66.6%. RXN SMILES: [C:1]1([CH:7]([C:13]([O:15][CH2:16][CH3:17])=[O:14])[C:8]([O:10][CH2:11][CH3:12])=[O:9])[CH:6]=[CH:5][CH:4]=[CH:3][CH:2]=1.[H-].[Na+].[H][H].[F:22]N(CC(C)(C)C)S(CCCC)(=O)=O>O1CCCC1.C1(C)C=CC=CC=1.CCOCC>[F:22][C:7]([C:1]1[CH:2]=[CH:3][CH:4]=[CH:5][CH:6]=1)([C:8]([O:10][CH2:11][CH3:12])=[O:9])[C:13]([O:15][CH2:16][CH3:17])=[O:14] |f:1.2|. Procedure details: Diethyl phenylmalonate (708 mg, 650 μL, 3 mmole) was dissolved in anhydrous tetrahydrofuran (5 mL) under nitrogen. Sodium hydride (144 mg as a 60% oil dispersion, 3.6 mmole) was added and the mixture was stirred until hydrogen evolution ceased (about 15 minutes). The solution was then diluted with anhydrous toluene (10 mL) and added dropwise to a solution of N-fluoro-N-neopentyl-n-butylsulfonamide (675 mg, 3 mmole) in anhydrous toluene (5 mL) and the mixture was stirred at room temperature under...